From a dataset of the Open Reaction Database (ORD), a public repository of structured organic reaction records. describe an organic reaction: reactants, conditions, products, and yield Starting materials: CC1=CC(C(C)(C)C)=CC1, Cc1ccc(C(=O)c2ccc(C)cc2)cc1, COC(C)OC, Cl, [K+], [OH-]. Yields the product CC1=CC(C(C)(C)C)=CC1=C(c1ccc(C)cc1)c1ccc(C)cc1. As a reaction SMILES: [C:3]([CH3:4])([CH3:5])([CH3:6])[C:7]1=[CH:11][CH2:10][C:9]([CH3:12])=[CH:8]1.[CH3:13][c:14]1[cH:15][cH:16][c:17]([C:18](=[O:19])[c:20]2[cH:21][cH:22][c:23]([CH3:26])[cH:24][cH:25]2)[cH:27][cH:28]1.[CH3:30][O:31][CH:32]([O:33][CH3:34])[CH3:35].[ClH:29].[K+:2].[OH-:1]>>[C:3]([CH3:4])([CH3:5])([CH3:6])[C:7]1=[CH:11][C:10](=[C:18]([c:17]2[cH:16][cH:15][c:14]([CH3:13])[cH:28][cH:27]2)[c:20]2[cH:21][cH:22][c:23]([CH3:26])[cH:24][cH:25]2)[C:9]([CH3:12])=[CH:8]1.